From a dataset of the Open Reaction Database (ORD), a public repository of structured organic reaction records. describe an organic reaction: reactants, conditions, products, and yield The reactants are [Br-], O=C1CCCCCCC12CC2, COC(C)(C)C, C[P+](c1ccccc1)(c1ccccc1)c1ccccc1, C1CCOC1, O. The product is C=C1CCCCCCC12CC2. Reaction SMILES: [Br-:19].[CH2:1]1[CH2:2][C:3]12[C:4](=[O:11])[CH2:5][CH2:6][CH2:7][CH2:8][CH2:9][CH2:10]2.[CH3:13][O:14][C:15]([CH3:16])([CH3:17])[CH3:18].[CH3:20][P+:21]([c:22]1[cH:23][cH:24][cH:25][cH:26][cH:27]1)([c:28]1[cH:29][cH:30][cH:31][cH:32][cH:33]1)[c:34]1[cH:35][cH:36][cH:37][cH:38][cH:39]1.[O:40]1[CH2:41][CH2:42][CH2:43][CH2:44]1.[OH2:12]>>[CH2:1]1[CH2:2][C:3]12[C:4](=[CH2:13])[CH2:5][CH2:6][CH2:7][CH2:8][CH2:9][CH2:10]2. The reactants are C(C)(C)(C)C1=CC=C(S1)[C@@H]1N(CC[C@@H](C1)C1=CC(NO1)=O)C(=O)OC (Cis-methyl 2-(5-tert-butylthiophen-2-yl)-4-(3-oxo-2,3-dihydroisoxazol-5-yl)piperidine-1-carboxylate), CCCCCCC.CC(C)O (heptane IPA). The solvent is C(C)#N (acetonitrile), C(C)#N (acetonitrile). Yields the product C(C)(C)(C)C1=CC=C(S1)[C@@H]1N(CC[C@@H](C1)C1=CC(NO1)=O)C(=O)OC ((2R,4S)-methyl 2-(5-tert-butylthiophen-2-yl)-4-(3-oxo-2,3-dihydroisoxazol-5-yl)piperidine-1-carboxylate), C(C)(C)(C)C1=CC=C(S1)[C@H]1N(CC[C@H](C1)C1=CC(NO1)=O)C(=O)OC ((2S,4R)-methyl 2-(5-tert-butylthiophen-2-yl)-4-(3-oxo-2,3-dihydroisoxazol-5-yl)piperidine-1-carboxylate). Yield: 48.0%. As a reaction SMILES: [C:1]([C:5]1[S:9][C:8]([C@H:10]2[CH2:15][C@@H:14]([C:16]3[O:20][NH:19][C:18](=[O:21])[CH:17]=3)[CH2:13][CH2:12][N:11]2[C:22]([O:24][CH3:25])=[O:23])=[CH:7][CH:6]=1)([CH3:4])([CH3:3])[CH3:2].CCCCCCC.CC(O)C>C(#N)C>[C:1]([C:5]1[S:9][C:8]([C@H:10]2[CH2:15][C@@H:14]([C:16]3[O:20][NH:19][C:18](=[O:21])[CH:17]=3)[CH2:13][CH2:12][N:11]2[C:22]([O:24][CH3:25])=[O:23])=[CH:7][CH:6]=1)([CH3:4])([CH3:2])[CH3:3].[C:1]([C:5]1[S:9][C:8]([C@@H:10]2[CH2:15][C@H:14]([C:16]3[O:20][NH:19][C:18](=[O:21])[CH:17]=3)[CH2:13][CH2:12][N:11]2[C:22]([O:24][CH3:25])=[O:23])=[CH:7][CH:6]=1)([CH3:4])([CH3:2])[CH3:3] |f:1.2|. Reported procedure: Cis-methyl 2-(5-tert-butylthiophen-2-yl)-4-(3-oxo-2,3-dihydroisoxazol-5-yl)piperidine-1-carboxylate (436 mg, 1.2 mmol) was subjected to chiral preparative HPLC (Column: CelluCoat (250×20 mm), 5 μm particle size, mobile phase: Heptane/EtOH 80/20, flow rate 18 mL/min) to yield (2R,4S)-methyl 2-(5-tert-butylthiophen-2-yl)-4-(3-oxo-2,3-dihydroisoxazol-5-yl)piperidine-1-carboxylate (212 mg, 49%), Chiral purity 98.7% ee, Optical rotation [α]D20=+3.0 (acetonitrile, c=1.0), 1H NMR (600 MHz, cdcl3) δ 1.3... Starting materials: Cl.N1CCC1 (azetidine hydrochloride), C(C)(C)N(C(C)C)CC (N,N-diisopropylethylamine), C(#N)C1=C(C=C(C=C1)N1C(=NC=2C1=NC=CC2)C(=O)OCC)F (ethyl 3-(4-cyano-3-fluorophenyl)-3H-imidazo[4,5-b]pyridine-2-carboxylate), [Cl-].[Ca+2].[Cl-] (calcium chloride). Run in CO (methanol). Run at time 1 hour. The product is N1(CCC1)C(=O)C1=NC=2C(=NC=CC2)N1C1=CC(=C(C#N)C=C1)F (4-[2-(azetidin-1-ylcarbonyl)-3H-imidazo[4,5-b]pyridin-3-yl]-2-fluorobenzonitrile). Reaction SMILES: Cl.[NH:2]1[CH2:5][CH2:4][CH2:3]1.C(N(CC)C(C)C)(C)C.[C:15]([C:17]1[CH:22]=[CH:21][C:20]([N:23]2[C:27]3=[N:28][CH:29]=[CH:30][CH:31]=[C:26]3[N:25]=[C:24]2[C:32](OCC)=[O:33])=[CH:19][C:18]=1[F:37])#[N:16].[Cl-].[Ca+2].[Cl-]>CO>[N:2]1([C:32]([C:24]2[N:23]([C:20]3[CH:21]=[CH:22][C:17]([C:15]#[N:16])=[C:18]([F:37])[CH:19]=3)[C:27]3=[N:28][CH:29]=[CH:30][CH:31]=[C:26]3[N:25]=2)=[O:33])[CH2:5][CH2:4][CH2:3]1 |f:0.1,4.5.6|. Reported procedure: A mixture of azetidine hydrochloride (120 mg, 1.3 mmol) and N,N-diisopropylethylamine (168 mg, 1.30 mmol) in methanol (2 mL) was stirred at room temperature for 1 hour. At this point, ethyl 3-(4-cyano-3-fluorophenyl)-3H-imidazo[4,5-b]pyridine-2-carboxylate (C16) (40 mg, 0.13 mmol) and calcium chloride (15 mg, 0.13 mmol) were added, and the reaction mixture was stirred at room temperature for an additional 2 hours. After removal of solvents in vacuo, the residue was purified by reversed phase HPL... The reactants are O=C(Cl)C=Cc1ccccc1, O=C([O-])O, CCOC(C)=O, Cl, CCC(=O)C(N)C(=O)OC, [Na+], O. Yields the product CCC(=O)C(NC(=O)C=Cc1ccccc1)C(=O)OC. Reaction SMILES: [C:18]([CH:19]=[CH:20][c:21]1[cH:22][cH:23][cH:24][cH:25][cH:26]1)(=[O:27])[Cl:28].[C:1](=[O:2])([O-:3])[OH:4].[CH3:29][CH2:30][O:31][C:32](=[O:33])[CH3:34].[ClH:6].[NH2:7][CH:8]([C:9](=[O:10])[O:11][CH3:12])[C:13]([CH2:14][CH3:15])=[O:16].[Na+:5].[OH2:17]>>[NH:7]([CH:8]([C:9](=[O:10])[O:11][CH3:12])[C:13]([CH2:14][CH3:15])=[O:16])[C:18]([CH:19]=[CH:20][c:21]1[cH:22][cH:23][cH:24][cH:25][cH:26]1)=[O:27]. Reactants: Cc1cc(C)cc(C(C)N)c1, CC#N, CCN(C(C)C)C(C)C, O=[N+]([O-])c1ccc(F)cc1F. Product: Cc1cc(C)cc(C(C)Nc2cc(F)ccc2[N+](=O)[O-])c1. As a reaction SMILES: [CH3:1][c:2]1[cH:3][c:4]([CH:9]([CH3:10])[NH2:11])[cH:5][c:6]([CH3:8])[cH:7]1.[CH3:32][C:33]#[N:34].[CH:23]([N:24]([CH2:25][CH3:26])[CH:27]([CH3:28])[CH3:29])([CH3:30])[CH3:31].[F:12][c:13]1[c:14]([N+:20](=[O:21])[O-:22])[cH:15][cH:16][c:17]([F:19])[cH:18]1>>[CH3:1][c:2]1[cH:3][c:4]([CH:9]([CH3:10])[NH:11][c:13]2[c:14]([N+:20](=[O:21])[O-:22])[cH:15][cH:16][c:17]([F:19])[cH:18]2)[cH:5][c:6]([CH3:8])[cH:7]1. Reactants: FC1=CC=C(CC2CCN(CC2)C(C(=O)O)=O)C=C1 ([4-(4-fluoro-benzyl)-piperidin-1-yl]-oxo-acetic acid), NC1=C(C#N)C=CC=C1 (2-amino-benzonitrile). Solvent: C(C)OCC (diethylether). The product is C(#N)C1=C(C=CC=C1)NC(C(=O)N1CCC(CC1)CC1=CC=C(C=C1)F)=O (N-(2-Cyano-phenyl)-2-[4-(4-fluoro-benzyl)-piperidin-1-yl]-2-oxo-acetamide). As a reaction SMILES: [F:1][C:2]1[CH:19]=[CH:18][C:5]([CH2:6][CH:7]2[CH2:12][CH2:11][N:10]([C:13](=[O:17])[C:14]([OH:16])=O)[CH2:9][CH2:8]2)=[CH:4][CH:3]=1.[NH2:20][C:21]1[CH:28]=[CH:27][CH:26]=[CH:25][C:22]=1[C:23]#[N:24]>C(OCC)C>[C:23]([C:22]1[CH:25]=[CH:26][CH:27]=[CH:28][C:21]=1[NH:20][C:14](=[O:16])[C:13]([N:10]1[CH2:9][CH2:8][CH:7]([CH2:6][C:5]2[CH:4]=[CH:3][C:2]([F:1])=[CH:19][CH:18]=2)[CH2:12][CH2:11]1)=[O:17])#[N:24]. Procedure: The title compound is prepared from [4-(4-fluoro-benzyl)-piperidin-1-yl]-oxo-acetic acid (Example 1b) and 2-amino-benzonitrile (Aldrich) according to the method described in Example 1c. Melting Point: 101-103° C. (diethylether) Reactants: [Mg+]C1CCCCC1, [Cl-], [Cl-], [Cl-], [Cl-], [Cs+], [Cs+], [Cs+], C1CCOC1, O=C1CCC2(CC1)OCCO2. Yields the product OC1(C2CCCCC2)CCC2(CC1)OCCO2. As a reaction SMILES: [CH:19]1([Mg+:25])[CH2:20][CH2:21][CH2:22][CH2:23][CH2:24]1.[Cl-:18].[Cl-:1].[Cl-:2].[Cl-:3].[Cs+:4].[Cs+:5].[Cs+:6].[O:26]1[CH2:27][CH2:28][CH2:29][CH2:30]1.[O:7]1[CH2:8][CH2:9][O:10][C:11]12[CH2:12][CH2:13][C:14](=[O:17])[CH2:15][CH2:16]2>>[O:7]1[CH2:8][CH2:9][O:10][C:11]12[CH2:12][CH2:13][C:14]([OH:17])([CH:19]1[CH2:20][CH2:21][CH2:22][CH2:23][CH2:24]1)[CH2:15][CH2:16]2. Starting materials: ClCCl, CC(C)(C)OC(=O)N1CCC(O)(CN2CC(n3nc(-c4ccc(Oc5ccccc5)cc4)c4c(N)ncnc43)C2)CC1, O=C(O)C(F)(F)F. The product is Nc1ncnc2c1c(-c1ccc(Oc3ccccc3)cc1)nn2C1CN(CC2(O)CCNCC2)C1. As a reaction SMILES: [Cl:50][CH2:51][Cl:52].[NH2:1][c:2]1[c:3]2[c:4]([n:5][cH:6][n:7]1)[n:8]([CH:24]1[CH2:25][N:26]([CH2:28][C:29]3([OH:42])[CH2:30][CH2:31][N:32]([C:35]([O:36][C:37]([CH3:38])([CH3:39])[CH3:40])=[O:41])[CH2:33][CH2:34]3)[CH2:27]1)[n:9][c:10]2-[c:11]1[cH:12][cH:13][c:14]([O:17][c:18]2[cH:19][cH:20][cH:21][cH:22][cH:23]2)[cH:15][cH:16]1.[OH:43][C:44]([C:45]([F:46])([F:47])[F:48])=[O:49]>>[NH2:1][c:2]1[c:3]2[c:4]([n:5][cH:6][n:7]1)[n:8]([CH:24]1[CH2:25][N:26]([CH2:28][C:29]3([OH:42])[CH2:30][CH2:31][NH:32][CH2:33][CH2:34]3)[CH2:27]1)[n:9][c:10]2-[c:11]1[cH:12][cH:13][c:14]([O:17][c:18]2[cH:19][cH:20][cH:21][cH:22][cH:23]2)[cH:15][cH:16]1. The reactants are [Br-], Cl, CCCc1nc(C#N)c(N)n1C, [Na+], C1CCOC1, [OH-], Cc1ccc([Mg+])cc1. Product: CCCc1nc(C(=O)c2ccc(C)cc2)c(N)n1C. Reaction SMILES: [Br-:13].[ClH:22].[NH2:1][c:2]1[c:3]([C:11]#[N:12])[n:4][c:5]([CH2:8][CH2:9][CH3:10])[n:6]1[CH3:7].[Na+:24].[O:25]1[CH2:26][CH2:27][CH2:28][CH2:29]1.[OH-:23].[c:14]1([CH3:21])[cH:15][cH:16][c:17]([Mg+:20])[cH:18][cH:19]1>>[NH2:1][c:2]1[c:3]([C:11]([c:17]2[cH:16][cH:15][c:14]([CH3:21])[cH:19][cH:18]2)=[O:23])[n:4][c:5]([CH2:8][CH2:9][CH3:10])[n:6]1[CH3:7].